Dataset: the Open Reaction Database (ORD), a public repository of structured organic reaction records. Task: describe an organic reaction: reactants, conditions, products, and yield The reactants are Cl.Cl.N[C@H]1[C@H](CN(CC1)CCN1C(C=CC2=NC=C(C=C12)OC)=O)O (1-{2-[(3S,4R)-4-amino-3-hydroxy-1-piperidinyl]ethyl}-7-(methyloxy)-1,5-naphthyridin-2(1H)-one dihydrochloride), C(O)([O-])=O.[Na+] (sodium hydrogen cabonate), O1CCOC=2C=NC(=CC21)C=O (2,3-dihydro[1,4]dioxino[2,3-c]pyridine-7-carboxaldehyde), C(C)(=O)O[BH-](OC(C)=O)OC(C)=O.[Na+] (sodium triacetoxyborohydride). Solvent: C(C)N(CC)CC (triethylamine), CO (MeOH), C(Cl)(Cl)Cl (chloroform), C(Cl)Cl (DCM). Conditions: time 10 minute. Yields the product Cl.O1CCOC=2C=NC(=CC21)CN[C@H]2[C@H](CN(CC2)CCN2C(C=CC1=NC=C(C=C21)OC)=O)O (1-(2-{(3S,4R)-4-[(2,3-dihydro[1,4]dioxino[2,3-c]pyridin-7-ylmethyl)amino]-3-hydroxy-1-piperidinyl}ethyl)-7-(methyloxy)-1,5-naphthyridin-2(1H)-one hydrochloride). As a reaction SMILES: [ClH:1].Cl.[NH2:3][C@@H:4]1[CH2:9][CH2:8][N:7]([CH2:10][CH2:11][N:12]2[C:21]3[C:16](=[N:17][CH:18]=[C:19]([O:22][CH3:23])[CH:20]=3)[CH:15]=[CH:14][C:13]2=[O:24])[CH2:6][C@@H:5]1[OH:25].[O:26]1[C:35]2[CH:34]=[C:33]([CH:36]=O)[N:32]=[CH:31][C:30]=2[O:29][CH2:28][CH2:27]1.C(O[BH-](OC(=O)C)OC(=O)C)(=O)C.[Na+].C(=O)([O-])O.[Na+]>C(Cl)Cl.C(N(CC)CC)C.CO.C(Cl)(Cl)Cl>[ClH:1].[O:26]1[C:35]2[CH:34]=[C:33]([CH2:36][NH:3][C@@H:4]3[CH2:9][CH2:8][N:7]([CH2:10][CH2:11][N:12]4[C:21]5[C:16](=[N:17][CH:18]=[C:19]([O:22][CH3:23])[CH:20]=5)[CH:15]=[CH:14][C:13]4=[O:24])[CH2:6][C@@H:5]3[OH:25])[N:32]=[CH:31][C:30]=2[O:29][CH2:28][CH2:27]1 |f:0.1.2,4.5,6.7,12.13|. Procedure details: 1-{2-[(3S,4R)-4-amino-3-hydroxy-1-piperidinyl]ethyl}-7-(methyloxy)-1,5-naphthyridin-2(1H)-one dihydrochloride (209 mg) was stirred in 9:1 v:v chloroform:MeOH (5 ml) at rt under argon and triethylamine (25011) was added. The mixture was stirred at rt for 10 mins., then 2,3-dihydro[1,4]dioxino[2,3-c]pyridine-7-carboxaldehyde (88 mg, for a synthesis see WO2004058144, Example 2(c) or WO03/087098, Example 19(d)) was added and the mixture was stirred at rt for 4 hours before being treated with sodium ... Reactants: CS(=O)(=O)OCCN1C=2C=CC(=CC2C=2C3=C(C(=CC12)C1=CC=CC=C1)C(NC3=O)=O)O (2-(9-Hydroxy-1,3-dioxo-4-phenyl-2,3-dihydropyrrolo[3,4-c]carbazol-6 (1H)-yl)ethyl methanesulfonate), example 174, CNC (dimethylamine). The product is CN(CCN1C=2C=CC(=CC2C=2C3=C(C(=CC12)C1=CC=CC=C1)C(NC3=O)=O)O)C (6-[2-(Dimethylamino)ethyl]-9-hydroxy-4-phenylpyrrolo[3,4-c]carbazole-1,3(2H,6H)-dione). Yield: 48.0%. RXN SMILES: CS(O[CH2:6][CH2:7][N:8]1[C:20]2[CH:19]=[C:18]([C:21]3[CH:26]=[CH:25][CH:24]=[CH:23][CH:22]=3)[C:17]3[C:27](=[O:31])[NH:28][C:29](=[O:30])[C:16]=3[C:15]=2[C:14]2[CH:13]=[C:12]([OH:32])[CH:11]=[CH:10][C:9]1=2)(=O)=O.[CH3:33][NH:34][CH3:35]>>[CH3:33][N:34]([CH3:35])[CH2:6][CH2:7][N:8]1[C:20]2[CH:19]=[C:18]([C:21]3[CH:22]=[CH:23][CH:24]=[CH:25][CH:26]=3)[C:17]3[C:27](=[O:31])[NH:28][C:29](=[O:30])[C:16]=3[C:15]=2[C:14]2[CH:13]=[C:12]([OH:32])[CH:11]=[CH:10][C:9]1=2. Procedure: Mesylate (205) prepared as described in example 174 (70 mg, 0.16 mmol) was reacted with aqueous dimethylamine solution according to the procedure described in example 179 to give amine (209) (30 mg, 48%) as a yellow powder, mp 283–286° C. 1H NMR δ [(CD3)2SO] 11.05 (br s, 1H), 9.33 (s, 1H), 8.41 (d, J=2.4 Hz, 1H), 7.77 (s, 1H), 7.65 (m, 2H), 7.54 (d, J=8.8 Hz, 1H), 7.46 (m, 3H), 7.12 (dd, J=8.8, 2.4 Hz, 1H), 4.55 (t, J=6.5 Hz, 2H), 2.62 (t, J=6.5 Hz, 2H), 2.19 (s, 6H). Found: C, 71.92; H, 5.16; N... Starting materials: [BH4-], C1CCOC1, CCC(Cc1ccc(F)cc1F)C(=O)N1C(=O)OC(c2ccccc2)C1C, [Na+], O. Product: CCC(CO)Cc1ccc(F)cc1F. Reaction SMILES: [BH4-:33].[CH2:28]1[O:29][CH2:30][CH2:31][CH2:32]1.[F:1][c:2]1[c:3]([CH2:4][CH:5]([C:6](=[O:7])[N:8]2[CH:9]([CH3:10])[CH:11]([c:12]3[cH:13][cH:14][cH:15][cH:16][cH:17]3)[O:18][C:19]2=[O:20])[CH2:21][CH3:22])[cH:23][cH:24][c:25]([F:27])[cH:26]1.[Na+:34].[OH2:35]>>[F:1][c:2]1[c:3]([CH2:4][CH:5]([CH2:6][OH:7])[CH2:21][CH3:22])[cH:23][cH:24][c:25]([F:27])[cH:26]1. The reactants are IC1=CC2=C(SC3=C(C(C2)N2CCNCC2)C=CC=C3)C=C1 (1-(10,11-dihydro-2-iodo-dibenzo[b,f]thiepin- 10-yl)-piperazine), C([O-])([O-])=O.[K+].[K+] (potassium carbonate), [I-].[K+] (potassium iodide), ClCCN1C(OCC1)=O (N-(β-chloroethyl)-oxazolidinone). Solvent: C1(=CC=CC=C1)C (toluene), C(Cl)(Cl)Cl (chloroform), O (water). The product is IC1=CC2=C(SC3=C(C(C2)N2CCN(CC2)CCN2C(OCC2)=O)C=CC=C3)C=C1 (3-[2-[4-(10,11-dihydro-2-iodo-dibenzo[b,f]thiepin- 10-yl)-1-piperazinyl]-ethyl]-2-oxazolidinone). Reaction SMILES: [I:1][C:2]1[CH:22]=[CH:21][C:5]2[S:6][C:7]3[CH:20]=[CH:19][CH:18]=[CH:17][C:8]=3[CH:9]([N:11]3[CH2:16][CH2:15][NH:14][CH2:13][CH2:12]3)[CH2:10][C:4]=2[CH:3]=1.C(=O)([O-])[O-].[K+].[K+].[I-].[K+].Cl[CH2:32][CH2:33][N:34]1[CH2:38][CH2:37][O:36][C:35]1=[O:39]>C(Cl)(Cl)Cl.O.C1(C)C=CC=CC=1>[I:1][C:2]1[CH:22]=[CH:21][C:5]2[S:6][C:7]3[CH:20]=[CH:19][CH:18]=[CH:17][C:8]=3[CH:9]([N:11]3[CH2:12][CH2:13][N:14]([CH2:32][CH2:33][N:34]4[CH2:38][CH2:37][O:36][C:35]4=[O:39])[CH2:15][CH2:16]3)[CH2:10][C:4]=2[CH:3]=1 |f:1.2.3,4.5|. Procedure: 5.9 g of 1-(10,11-dihydro-2-iodo-dibenzo[b,f]thiepin- 10-yl)-piperazine are treated, together with 3.3 g of powdered potassium carbonate, 0.07 g of potassium iodide and 40 ml of toluene, with 4.35 g of N-(β-chloroethyl)-oxazolidinone and the mixture is heated under reflux for 27 hours. The mixture is then poured on to water and diluted with chloroform. The organic phase is extracted with 2-N hydrochloric acid. The aqueous phase is made alkaline with sodium hydroxide and extracted with chloroform...